This data is from the Open Reaction Database (ORD), a public repository of structured organic reaction records. The task is: describe an organic reaction: reactants, conditions, products, and yield Starting materials: O=C1NC(=O)c2ccccc21, Cn1nc2c(N)nc3ccccc3c2c1CCCCCl, [I-], [K], [Na+], CN(C)C=O, O. Product: Cn1nc2c(N)nc3ccccc3c2c1CCCCN1C(=O)c2ccccc2C1=O. As a reaction SMILES: [C:1]1(=[O:11])[c:2]2[c:3]([cH:7][cH:8][cH:9][cH:10]2)[C:4](=[O:6])[NH:5]1.[Cl:20][CH2:21][CH2:22][CH2:23][CH2:24][c:25]1[n:26]([CH3:39])[n:27][c:28]2[c:29]([NH2:38])[n:30][c:31]3[cH:32][cH:33][cH:34][cH:35][c:36]3[c:37]12.[I-:14].[K:12].[Na+:13].[O:15]=[CH:16][N:17]([CH3:18])[CH3:19].[OH2:40]>>[C:1]1(=[O:11])[c:2]2[c:3]([cH:7][cH:8][cH:9][cH:10]2)[C:4](=[O:6])[N:5]1[CH2:21][CH2:22][CH2:23][CH2:24][c:25]1[n:26]([CH3:39])[n:27][c:28]2[c:29]([NH2:38])[n:30][c:31]3[cH:32][cH:33][cH:34][cH:35][c:36]3[c:37]12. The reactants are C(C)(C)(C)OC(=O)N1C[C@@H](CCC1)C(=O)O ((R)-1-(tert-butoxycarbonyl)piperidine-3-carboxylic acid), C(=O)(N1C=NC=C1)N1C=NC=C1 (1,1′-carbonyldiimidazole), N1CCCC1 (pyrrolidine). The solvent is O1CCCC1 (tetrahydrofuran). Conditions: time 2 hour. The product is N1(CCCC1)C(=O)[C@H]1CN(CCC1)C(=O)OC(C)(C)C ((R)-tert-butyl 3-(pyrrolidine-1-carbonyl)piperidine-1-carboxylate). Isolated yield 94.3%. RXN SMILES: [C:1]([O:5][C:6]([N:8]1[CH2:13][CH2:12][CH2:11][C@@H:10]([C:14]([OH:16])=O)[CH2:9]1)=[O:7])([CH3:4])([CH3:3])[CH3:2].C(N1C=CN=C1)(N1C=CN=C1)=O.[NH:29]1[CH2:33][CH2:32][CH2:31][CH2:30]1>O1CCCC1>[N:29]1([C:14]([C@@H:10]2[CH2:11][CH2:12][CH2:13][N:8]([C:6]([O:5][C:1]([CH3:2])([CH3:3])[CH3:4])=[O:7])[CH2:9]2)=[O:16])[CH2:33][CH2:32][CH2:31][CH2:30]1. Procedure details: To a solution of (R)-1-(tert-butoxycarbonyl)piperidine-3-carboxylic acid (50.64 g, 220.9 mmol) in anhydrous tetrahydrofuran (552 mL) at 2° C. was added 1,1′-carbonyldiimidazole (77.59 g, 460 mmol). The mixture was stirred at room temperature for 2 h, cooled to 10° C. and then pyrrolidine (74 mL, 890 mmol) was added slowly. The reaction mixture was stirred at room temperature for 18 h. The solvent was removed under reduced pressure and water (200 mL) was added to the residue. The mixture was extr... Starting materials: COC(=O)C=1N=C(C2=CC(=CC=C2C1)O)CC1CCCC1 (1-cyclopentylmethyl-7-hydroxy-isoquinoline-3-carboxylic acid methyl ester), C(C)(C)C1=CC=C(C=C1)B(O)O (4-isopropylphenylboronic acid). Yields the product COC(=O)C=1N=C(C2=CC(=CC=C2C1)OC1=CC=C(C=C1)C(C)C)CC1CCCC1 (7-(4-isopropyl-phenoxy)-1-cyclopentylmethyl-isoquinoline-3-carboxylic acid methyl ester). As a reaction SMILES: [CH3:1][O:2][C:3]([C:5]1[N:6]=[C:7]([CH2:16][CH:17]2[CH2:21][CH2:20][CH2:19][CH2:18]2)[C:8]2[C:13]([CH:14]=1)=[CH:12][CH:11]=[C:10]([OH:15])[CH:9]=2)=[O:4].[CH:22]([C:25]1[CH:30]=[CH:29][C:28](B(O)O)=[CH:27][CH:26]=1)([CH3:24])[CH3:23]>>[CH3:1][O:2][C:3]([C:5]1[N:6]=[C:7]([CH2:16][CH:17]2[CH2:21][CH2:20][CH2:19][CH2:18]2)[C:8]2[C:13]([CH:14]=1)=[CH:12][CH:11]=[C:10]([O:15][C:28]1[CH:29]=[CH:30][C:25]([CH:22]([CH3:24])[CH3:23])=[CH:26][CH:27]=1)[CH:9]=2)=[O:4]. Procedure: 1-cyclopentylmethyl-7-hydroxy-isoquinoline-3-carboxylic acid methyl ester (prepared in example E-1) was treated with 4-isopropylphenylboronic acid by the general procedure G to yield 7-(4-isopropyl-phenoxy)-1-cyclopentylmethyl-isoquinoline-3-carboxylic acid methyl ester. This ester was hydrolyzed by the general procedure C to afford 7-(4-isopropyl-phenoxy)-1-cyclopentylmethyl-isoquinoline-3-carboxylic acid. This acid was coupled with Compound E-6 by the general procedure A to yield 2(S)-{[1-cycl...